This data is from the Open Reaction Database (ORD), a public repository of structured organic reaction records. The task is: describe an organic reaction: reactants, conditions, products, and yield Starting materials: BrCCCON1C(C=2C(C1=O)=CC=CC2)=O (N-(3-bromopropyloxy)phthalimide), CSC=1C=C(C=CC1)N1CCNCC1 (1-(3-methylthiophenyl)piperazine), C(C)(C)N(CC)C(C)C (diisopropylethylamine). Solvent: CC#N (CH3CN). Reaction conditions: time 84 hour. Product: CSC=1C=C(C=CC1)N1CCN(CC1)CCCON1C(C=2C(C1=O)=CC=CC2)=O (N-[3-[4-(3-Methylthiophenyl)-1-piperazinyl]propyloxy]phthalimide). Isolated yield 145.0%. Reaction SMILES: Br[CH2:2][CH2:3][CH2:4][O:5][N:6]1[C:10](=[O:11])[C:9]2=[CH:12][CH:13]=[CH:14][CH:15]=[C:8]2[C:7]1=[O:16].[CH3:17][S:18][C:19]1[CH:20]=[C:21]([N:25]2[CH2:30][CH2:29][NH:28][CH2:27][CH2:26]2)[CH:22]=[CH:23][CH:24]=1.C(N(C(C)C)CC)(C)C>CC#N>[CH3:17][S:18][C:19]1[CH:20]=[C:21]([N:25]2[CH2:30][CH2:29][N:28]([CH2:2][CH2:3][CH2:4][O:5][N:6]3[C:10](=[O:11])[C:9]4=[CH:12][CH:13]=[CH:14][CH:15]=[C:8]4[C:7]3=[O:16])[CH2:27][CH2:26]2)[CH:22]=[CH:23][CH:24]=1. Reported procedure: A solution prepared from N-(3-bromopropyloxy)phthalimide (5.00 g), 1-(3-methylthiophenyl)piperazine (3.85 g), diisopropylethylamine (4.55 g) and CH3CN (150 ml) was stirred at room temperature under N2 for 84 hr. The solution was concentrated in vacuo and dried under vacuum yielding 10.5 g of a foam. TLC analysis showed one major product. The foam was extracted with EtOAc (250 ml) yielding after concentration 7.1 g of an oil. The oil was chromatographed (2 silica gel columns) to provide 4.00 g of... RXN SMILES: [CH3:18][OH:19].[CH3:1][CH:2]1[CH:3]([C:15](=[O:16])[NH2:17])[N:4]([CH:7]([c:8]2[cH:9][cH:10][cH:11][cH:12][cH:13]2)[CH3:14])[CH2:5][CH2:6]1>>[CH3:1][CH:2]1[CH:3]([C:15](=[O:16])[NH2:17])[NH:4][CH2:5][CH2:6]1. The reactants are CO, CC1CCN(C(C)c2ccccc2)C1C(N)=O. The product is CC1CCNC1C(N)=O. Starting materials: ClC1=C(C(=CC(=C1)F)Cl)N1N=C2C(C=NC=C2F)=C1 (2-(2,6-dichloro-4-fluorophenyl)-7-fluoro-2H-pyrazolo[4,3-c]pyridine), C1=CC(=CC(=C1)Cl)C(=O)OO (mCPBA). Run in C(Cl)Cl (DCM). Run at temperature 0 celsius, time 2 hour. Product: ClC1=C(C(=CC(=C1)F)Cl)N1N=C2C(C=[N+](C=C2F)[O-])=C1 (2-(2,6-Dichloro-4-fluorophenyl)-7-fluoro-2H-pyrazolo[4,3-c]pyridine-5-oxide). The yield is 84.2%. Reaction SMILES: [Cl:1][C:2]1[CH:7]=[C:6]([F:8])[CH:5]=[C:4]([Cl:9])[C:3]=1[N:10]1[CH:19]=[C:13]2[CH:14]=[N:15][CH:16]=[C:17]([F:18])[C:12]2=[N:11]1.C1C=C(Cl)C=C(C(OO)=[O:28])C=1>C(Cl)Cl>[Cl:1][C:2]1[CH:7]=[C:6]([F:8])[CH:5]=[C:4]([Cl:9])[C:3]=1[N:10]1[CH:19]=[C:13]2[CH:14]=[N+:15]([O-:28])[CH:16]=[C:17]([F:18])[C:12]2=[N:11]1. Procedure details: To a cooled (0° C.) solution of 2-(2,6-dichloro-4-fluorophenyl)-7-fluoro-2H-pyrazolo[4,3-c]pyridine (3.37 g, 11.2 mmol) in DCM (50 mL) under nitrogen, was added mCPBA (2.9 g, 16.8 mmol). The reaction mixture was stirred at 0° C. for 2 hours, warmed to room temperature, and stirred for a further 5 hours. The reaction was washed with sodium thiosulfate (sat. aq.), sodium hydrogen carbonate (sat. aq.), and brine. The organic layer was then dried over anhydrous sodium sulphate and concentrated under... Starting materials: O (water), FC1=CC=2C3=C(NC2C=C1)CCN(C3)CC3CCNCC3 (4-(8-fluoro-1,2,3,4-tetrahydro-5H-pyrido[4,3-b]indol-2-ylmethyl)piperidine), ClCCN1S(C=2C3=C1C=CC=C3C=CC2)(=O)=O (2-(2-chloroethyl)naphtho[1,8-cd]isothiazole 1,1-dioxide), C(O)([O-])=O.[Na+] (sodium hydrogen carbonate). Solvent: CN1C(N(CC1)C)=O (1,3-dimethyl-2-imidazolidinone). Reaction conditions: time 16 hour. Product: FC1=CC=2C3=C(NC2C=C1)CCN(C3)CC3CCN(CC3)CCN3S(C=1C2=C3C=CC=C2C=CC1)(=O)=O (2-{2-[4-(8-Fluoro-1,2,3,4-tetrahydro-5H-pyrido[4,3-b]indol-2-ylmethyl)piperidino]ethyl}naphtho[1,8-cd]isothiazole 1,1-dioxide). Isolated yield 19.4%. As a reaction SMILES: [F:1][C:2]1[CH:10]=[CH:9][C:8]2[NH:7][C:6]3[CH2:11][CH2:12][N:13]([CH2:15][CH:16]4[CH2:21][CH2:20][NH:19][CH2:18][CH2:17]4)[CH2:14][C:5]=3[C:4]=2[CH:3]=1.Cl[CH2:23][CH2:24][N:25]1[C:29]2[CH:30]=[CH:31][CH:32]=[C:33]3[CH:34]=[CH:35][CH:36]=[C:27]([C:28]=23)[S:26]1(=[O:38])=[O:37].C(=O)([O-])O.[Na+].O>CN1CCN(C)C1=O>[F:1][C:2]1[CH:10]=[CH:9][C:8]2[NH:7][C:6]3[CH2:11][CH2:12][N:13]([CH2:15][CH:16]4[CH2:17][CH2:18][N:19]([CH2:23][CH2:24][N:25]5[C:29]6[CH:30]=[CH:31][CH:32]=[C:33]7[CH:34]=[CH:35][CH:36]=[C:27]([C:28]=67)[S:26]5(=[O:38])=[O:37])[CH2:20][CH2:21]4)[CH2:14][C:5]=3[C:4]=2[CH:3]=1 |f:2.3|. Procedure: A mixture of 4-(8-fluoro-1,2,3,4-tetrahydro-5H-pyrido[4,3-b]indol-2-ylmethyl)piperidine (1 g), 2-(2-chloroethyl)naphtho[1,8-cd]isothiazole 1,1-dioxide (0.94 g) and sodium hydrogen carbonate (0.59 g) in 1,3-dimethyl-2-imidazolidinone (25 cc) is brought to 150° C. for 16 hours. After return to a temperature in the vicinity of 25° C., this solution is poured into water (75 cc) and the mixture is extracted with ethyl acetate (3×75 cc). The combined organic phases are dried over magnesium sulphate an... Run in CCOC(=O)C (EtOAc). Run at time 1 hour. Reaction SMILES: C(OC(=O)[NH:7][CH2:8][C:9]1[C:14]([F:15])=[CH:13][C:12]([C:16]2[CH:21]=[C:20]([Cl:22])[CH:19]=[C:18]([F:23])[C:17]=2[C:24]2[N:25]=[N:26][N:27]([CH3:29])[N:28]=2)=[CH:11][N:10]=1)(C)(C)C>CCOC(C)=O>[Cl:22][C:20]1[CH:19]=[C:18]([F:23])[C:17]([C:24]2[N:25]=[N:26][N:27]([CH3:29])[N:28]=2)=[C:16]([C:12]2[CH:13]=[C:14]([F:15])[C:9]([CH2:8][NH2:7])=[N:10][CH:11]=2)[CH:21]=1. Reactants: C(C)(C)(C)OC(NCC1=NC=C(C=C1F)C1=C(C(=CC(=C1)Cl)F)C=1N=NN(N1)C)=O (tert-butyl({5-[5-chloro-3-fluoro-2-(2-methyl-2H-tetrazol-5-yl)phenyl]-3-fluoropyridin-2-yl}methyl)carbamate). Procedure: The above carbamate was dissolved in 50 mL of dry EtOAc. Anhydrous HCl gas was then bubbled through the solution for 3 minutes. The reaction was stirred vigorously for one hour. The reaction mixture was slowly neutralized with a saturated aqueous sodium bicarbonate solution. The mixture was partitioned between water and EtOAc. The organic layer was washed with water and brine prior to drying over sodium sulfate. The extracts were filtered, concentrated, and purified by chromatography on silica g... Yields the product ClC=1C=C(C(=C(C1)C=1C=C(C(=NC1)CN)F)C=1N=NN(N1)C)F (({5-[5-chloro-3-fluoro-2-(2-methyl-2H-tetrazol-5-yl)phenyl]-3-fluoropyridin-2-yl}methyl)amine). Starting materials: ( 100 ), C=O (formaldehyde), 54, C(C1CC=CCC1)=O (1,2,5,6-tetrahydrobenzaldehyde), [OH-].[Na+] (sodium hydroxide). Conditions: temperature 25 celsius. Product: C1(CC=CCC1)(CO)CO (3-Cyclohexene-1,1-Dimethanol). Yield: 70.0%. RXN SMILES: [CH2:1]=[O:2].[OH-].[Na+].[CH:5](=[O:12])[CH:6]1[CH2:11][CH2:10][CH:9]=[CH:8][CH2:7]1>>[C:6]1([CH2:1][OH:2])([CH2:5][OH:12])[CH2:11][CH2:10][CH:9]=[CH:8][CH2:7]1 |f:1.2|. Reported procedure: One hundred (100) parts by weight of a formaldehyde aqueous solution (37 wt. % formaldehyde) was charged to a reactor. To this solution, cooled externally with an ice-water bath, was added 118 parts of an aqueous sodium hydroxide solution (25 wt. % sodium hydroxide) by several portions and the temperature of the reaction content was maintained at 20 to 30° C. This was followed by a slow addition of 54 parts of 1,2,5,6-tetrahydrobenzaldehyde at such a rate that the reaction content temperature di... The solvent is C(C)(=O)OCC (ethyl acetate). Product: C1(=CC=C(C=C1)S(=O)(=O)[O-])C.ClC=1C=CC2=C([N+](=C(S2)C=C2OC3=CC=CC=C3C(=C2)C)CC)C1 (5-Chloro-3-ethyl-2-{(4 -methyl-2H-chromen-2-ylidene)methyl}-benzothiazolium p-toluenesulfonate). Reaction conditions: temperature 150 celsius, time 20 minute. Starting materials: C1(=CC=C(C=C1)S(=O)(=O)[O-])C.ClC=1C=CC2=C([N+](=C(S2)C)CC)C1 (5-chloro-3-ethyl-2-methylbenzothiazolium p-toluenesulfonate), 4-methylcoumarin-2-thione, CO (methanol), CC(=O)C (acetone). Isolated yield 52.0%. Reported procedure: 11.1 g of 5-chloro-3-ethyl-2-methylbenzothiazolium p-toluenesulfonate and 5.5 g of 4-methylcoumarin-2-thione were reacted under heat at 150° C. for 23 hours, and then 25 ml of methanol, 50 ml of acetone and 150 ml of ethyl acetate were added to the reaction mixture in the order listed. After cooling to room temperature, crystals precipitated out from the reaction solution, and the crystals were separated by filtration and washed with a small amount of acetone. Afterwards, the crystals were place... As a reaction SMILES: [C:1]1([CH3:11])[CH:6]=[CH:5][C:4]([S:7]([O-:10])(=[O:9])=[O:8])=[CH:3][CH:2]=1.[Cl:12][C:13]1[CH:14]=[CH:15][C:16]2[S:20][C:19]([CH3:21])=[N+:18]([CH2:22][CH3:23])[C:17]=2[CH:24]=1.[CH3:25]O.[CH3:27][C:28](C)=[O:29]>C(OCC)(=O)C>[C:1]1([CH3:11])[CH:2]=[CH:3][C:4]([S:7]([O-:10])(=[O:8])=[O:9])=[CH:5][CH:6]=1.[Cl:12][C:13]1[CH:14]=[CH:15][C:16]2[S:20][C:19]([CH:21]=[C:28]3[CH:27]=[C:11]([CH3:25])[C:1]4[C:6](=[CH:5][CH:4]=[CH:3][CH:2]=4)[O:29]3)=[N+:18]([CH2:22][CH3:23])[C:17]=2[CH:24]=1 |f:0.1,5.6|.